Dataset: the Open Reaction Database (ORD), a public repository of structured organic reaction records. Task: describe an organic reaction: reactants, conditions, products, and yield Procedure details: A mixture of 0.96 g of the partially purified 6-[(5-bromopentyl)oxy]-2,5-quinolinedipropanoic acid diethyl ester from the preceding example, 0.402 g (1.95 mmol) of 2,3-dihydro-7-hydroxy-8-propyl-4H-1-benzopyran-4-one, 1.08 g (7.8 mmol) of anhydrous granular potassium carbonate and 25 mL of 2-butanone was stirred at 90° C. for 18 hr. A second portion of 2,3-dihydro-7-hydroxy-8-propyl-4H-1-benzopyran-4-one (0.117 g, 0.57 mmol) was added and the reaction was continued for another 22.5 hr. The mixtu... Run in CC(CC)=O (2-butanone). Starting materials: OC1=C(C2=C(C(CCO2)=O)C=C1)CCC (2,3-dihydro-7-hydroxy-8-propyl-4H-1-benzopyran-4-one), C(C)OC(CCC1=NC=2C=CC(=C(C2C=C1)CCC(=O)OCC)OCCCCCBr)=O (6-[(5-bromopentyl)oxy]-2,5-quinolinedipropanoic acid diethyl ester), OC1=C(C2=C(C(CCO2)=O)C=C1)CCC (2,3-dihydro-7-hydroxy-8-propyl-4H-1-benzopyran-4-one), C([O-])([O-])=O.[K+].[K+] (potassium carbonate). The yield is 54.8%. Reaction conditions: temperature 90 celsius, time 18 hour. Reaction SMILES: [CH2:1]([O:3][C:4](=[O:31])[CH2:5][CH2:6][C:7]1[CH:16]=[CH:15][C:14]2[C:13]([CH2:17][CH2:18][C:19]([O:21][CH2:22][CH3:23])=[O:20])=[C:12]([O:24][CH2:25][CH2:26][CH2:27][CH2:28][CH2:29]Br)[CH:11]=[CH:10][C:9]=2[N:8]=1)[CH3:2].[OH:32][C:33]1[CH:43]=[CH:42][C:36]2[C:37](=[O:41])[CH2:38][CH2:39][O:40][C:35]=2[C:34]=1[CH2:44][CH2:45][CH3:46].C(=O)([O-])[O-].[K+].[K+]>CC(=O)CC>[CH2:1]([O:3][C:4](=[O:31])[CH2:5][CH2:6][C:7]1[CH:16]=[CH:15][C:14]2[C:13]([CH2:17][CH2:18][C:19]([O:21][CH2:22][CH3:23])=[O:20])=[C:12]([O:24][CH2:25][CH2:26][CH2:27][CH2:28][CH2:29][O:32][C:33]3[CH:43]=[CH:42][C:36]4[C:37](=[O:41])[CH2:38][CH2:39][O:40][C:35]=4[C:34]=3[CH2:44][CH2:45][CH3:46])[CH:11]=[CH:10][C:9]=2[N:8]=1)[CH3:2] |f:2.3.4|. The product is C(C)OC(CCC1=NC=2C=CC(=C(C2C=C1)CCC(=O)OCC)OCCCCCOC1=C(C2=C(C(CCO2)=O)C=C1)CCC)=O (6-[[5-[(3,4-Dihydro-4-oxo-8-propyl-2H-1-benzopyran-7-yl)oxy]pentyl]oxy]-2,5-quinolinedipropanoic Acid Diethyl Ester). Starting materials: CO, ClCC1CO1, CC(C)(N)c1ccc(Cl)cc1, [Na+], [OH-]. Yields the product CC(C)(NCC1CO1)c1ccc(Cl)cc1. RXN SMILES: [CH3:19][OH:20].[Cl:1][CH2:2][CH:3]1[CH2:4][O:5]1.[Cl:6][c:7]1[cH:8][cH:9][c:10]([C:13]([CH3:14])([CH3:15])[NH2:16])[cH:11][cH:12]1.[Na+:18].[OH-:17]>>[CH2:2]([CH:3]1[CH2:4][O:5]1)[NH:16][C:13]([c:10]1[cH:9][cH:8][c:7]([Cl:6])[cH:12][cH:11]1)([CH3:14])[CH3:15]. Starting materials: C(#N)CN1CC2=CC=CC=C2C2(C1)OC1=C(C2)C=CC=C1 (2'-cyanomethylspiro[benzofuran-2(3H),4'(2'H)-isoquinoline]), [Cl-].[NH4+] (ammonium chloride), [H-].[Al+3].[Li+].[H-].[H-].[H-] (lithium aluminum hydride). Run in O1CCCC1 (tetrahydrofuran), CCOCC (ether), O1CCCC1 (tetrahydrofuran). The product is Cl.Cl.NCCN1CC2=CC=CC=C2C2(C1)OC1=C(C2)C=CC=C1 (2'-(2-Aminoethyl)spiro[benzofuran-2(3H),4'(2'H)-isoquinoline] dihydrochloride). The yield is 67.5%. As a reaction SMILES: [H-].[Al+3].[Li+].[H-].[H-].[H-].[C:7]([CH2:9][N:10]1[CH2:19][C:18]2([CH2:23][C:22]3[CH:24]=[CH:25][CH:26]=[CH:27][C:21]=3[O:20]2)[C:17]2[C:12](=[CH:13][CH:14]=[CH:15][CH:16]=2)[CH2:11]1)#[N:8].[Cl-:28].[NH4+]>O1CCCC1.CCOCC>[ClH:28].[ClH:28].[NH2:8][CH2:7][CH2:9][N:10]1[CH2:19][C:18]2([CH2:23][C:22]3[CH:24]=[CH:25][CH:26]=[CH:27][C:21]=3[O:20]2)[C:17]2[C:12](=[CH:13][CH:14]=[CH:15][CH:16]=2)[CH2:11]1 |f:0.1.2.3.4.5,7.8,11.12.13|. Procedure details: To a stirred suspension of lithium aluminum hydride (5.3 g) in dry tetrahydrofuran (100 ml) at 0°, is added a solution of 2'-cyanomethylspiro[benzofuran-2(3H),4'(2'H)-isoquinoline] (9.5 g) in dry tetrahydrofuran (50 ml). The mixture is heated to reflux for three hours. The mixture is cooled with an ice-bath, diluted with dry ether (300 ml) and saturated ammonium chloride solution (60 ml) is added in small portions over a period of one hour. The organic layer is collected, washed with water (2X) ... Starting materials: ClCCOC1=CC=C2C(=CN(C(C2=C1)=O)C=1C=C(C(=O)NCC)C=CC1C)C (3-[7-(2-chloroethoxy)-4-methyl-1-oxoisoquinolin-2(1H)-yl]-N-ethyl-4-methylbenzamide), [I-].[K+] (potassium iodide), CNC(C)C (N-methylisopropylamine). Solvent: CC(=O)N(C)C (DMA), C(C)(=O)OCC (ethyl acetate). Reaction conditions: temperature 150 celsius. Yields the product C(C)NC(C1=CC(=C(C=C1)C)N1C(C2=CC(=CC=C2C(=C1)C)OCCN(C)C(C)C)=O)=O (N-ethyl-3-[7-{2-[isopropyl(methyl)amino]ethoxy}-4-methyl-1-oxoisoquinolin-2(1H)-yl]-4-methylbenzamide). As a reaction SMILES: Cl[CH2:2][CH2:3][O:4][C:5]1[CH:14]=[C:13]2[C:8]([C:9]([CH3:28])=[CH:10][N:11]([C:16]3[CH:17]=[C:18]([CH:24]=[CH:25][C:26]=3[CH3:27])[C:19]([NH:21][CH2:22][CH3:23])=[O:20])[C:12]2=[O:15])=[CH:7][CH:6]=1.[I-].[K+].[CH3:31][NH:32][CH:33]([CH3:35])[CH3:34]>CC(N(C)C)=O.C(OCC)(=O)C>[CH2:22]([NH:21][C:19](=[O:20])[C:18]1[CH:24]=[CH:25][C:26]([CH3:27])=[C:16]([N:11]2[CH:10]=[C:9]([CH3:28])[C:8]3[C:13](=[CH:14][C:5]([O:4][CH2:3][CH2:2][N:32]([CH:33]([CH3:35])[CH3:34])[CH3:31])=[CH:6][CH:7]=3)[C:12]2=[O:15])[CH:17]=1)[CH3:23] |f:1.2|. Reported procedure: A mixture of 3-[7-(2-chloroethoxy)-4-methyl-1-oxoisoquinolin-2(1H)-yl]-N-ethyl-4-methylbenzamide (90 mg), potassium iodide (75 mg), and N-methylisopropylamine (0.14 ml) were stirred in DMA (2 ml) and heated under microwave irradiation conditions (Personal Chemistry Emrys Optimizer with 300 W magnetron) at 150° C. for 1 hour. The reaction mixture was diluted with ethyl acetate and washed with water (×5), brine (×2), dried (magnesium sulfate) and concentrated. Purification by column chromatography... Reported procedure: The title compound was prepared according to the general procedure for acylation of 5-(4-aminophenyl)-1-methyl-1H-pyrrole-2-carbonitrile using butyryl chloride (59 μL, 0.55 mmol) to provide N-[4-(5-cyano-1-methyl-1H-pyrrol-2-yl)phenyl]butanamide (0.045 g). The reactants are NC1=CC=C(C=C1)C1=CC=C(N1C)C#N (5-(4-aminophenyl)-1-methyl-1H-pyrrole-2-carbonitrile), C(CCC)(=O)Cl (butyryl chloride). The product is C(#N)C1=CC=C(N1C)C1=CC=C(C=C1)NC(CCC)=O (N-[4-(5-cyano-1-methyl-1H-pyrrol-2-yl)phenyl]butanamide). Reaction SMILES: [NH2:1][C:2]1[CH:7]=[CH:6][C:5]([C:8]2[N:12]([CH3:13])[C:11]([C:14]#[N:15])=[CH:10][CH:9]=2)=[CH:4][CH:3]=1.[C:16](Cl)(=[O:20])[CH2:17][CH2:18][CH3:19]>>[C:14]([C:11]1[N:12]([CH3:13])[C:8]([C:5]2[CH:6]=[CH:7][C:2]([NH:1][C:16](=[O:20])[CH2:17][CH2:18][CH3:19])=[CH:3][CH:4]=2)=[CH:9][CH:10]=1)#[N:15]. Starting materials: S1C(=CC=C1)CC(=O)O (2-(thiophen-2-yl)acetic acid), O=S(Cl)Cl (SOCl2). Run in C(Cl)Cl (DCM). Conditions: temperature 50 celsius. Product: S1C(=CC=C1)CC(=O)Cl (2-(thiophen-2-yl)acetyl chloride). RXN SMILES: [S:1]1[CH:5]=[CH:4][CH:3]=[C:2]1[CH2:6][C:7]([OH:9])=O.O=S(Cl)[Cl:12]>C(Cl)Cl>[S:1]1[CH:5]=[CH:4][CH:3]=[C:2]1[CH2:6][C:7]([Cl:12])=[O:9]. Procedure details: To a solution of 2-(thiophen-2-yl)acetic acid (2 g, 14 mmol) in DCM (50 mL) was added dropwise SOCl2 (0.5 mL), the mixture was heated at 50° C. overnight. The reaction mixture was concentrated under reduced pressure to give compound 2-(thiophen-2-yl)acetyl chloride, which was used directly in the next step without further purification. Starting materials: CC(C)S(=O)(=O)Cl, CN(C)C=O, Cn1ccc2c(O)cc(Cc3cnc(N)nc3N)cc21. Yields the product CC(C)S(=O)(=O)Oc1cc(Cc2cnc(N)nc2N)cc2c1ccn2C. Reaction SMILES: [CH3:21][CH:22]([CH3:23])[S:24](=[O:25])(=[O:26])[Cl:27].[CH3:28][N:29]([CH3:30])[CH:31]=[O:32].[NH2:1][c:2]1[n:3][cH:4][c:5]([CH2:9][c:10]2[cH:11][c:12]([OH:20])[c:13]3[cH:14][cH:15][n:16]([CH3:19])[c:17]3[cH:18]2)[c:6]([NH2:8])[n:7]1>>[NH2:1][c:2]1[n:3][cH:4][c:5]([CH2:9][c:10]2[cH:11][c:12]([O:20][S:24]([CH:22]([CH3:21])[CH3:23])(=[O:25])=[O:26])[c:13]3[cH:14][cH:15][n:16]([CH3:19])[c:17]3[cH:18]2)[c:6]([NH2:8])[n:7]1.